From a dataset of the Open Reaction Database (ORD), a public repository of structured organic reaction records. describe an organic reaction: reactants, conditions, products, and yield Starting materials: O1C(CCCC1)N1N=C(C=2C1=NC=CC2)CCO (2-[1-(tetrahydro-2H-pyran-2-yl)-1H-pyrazolo[3,4-b]pyridin-3-yl]ethanol), ClC=1C=C(C#N)C=C(C1)OC=1C(NC=CC1C)=O (3-chloro-5-[(4-methyl-2-oxo-1,2-dihydropyridin-3-yl)oxy]benzonitrile), CC(C)OC(=O)/N=N/C(=O)OC(C)C (diisopropylazodicarboxylate), C1(=CC=CC=C1)P(C1=CC=CC=C1)C1=CC=CC=C1 (triphenylphosphine). The solvent is C(Cl)Cl (CH2Cl2). Conditions: time 5 minute. Yields the product ClC=1C=C(C#N)C=C(C1)OC=1C(N(C=CC1C)CCC1=NN(C2=NC=CC=C21)C2OCCCC2)=O (3-chloro-5-[(4-methyl-2-oxo-1-{2-[1-(tetrahydro-2H-pyran-2-yl)-1H-pyrazolo[3,4-b]pyridin-3-yl]ethyl}-1,2-dihydropyridin-3-yl)oxy]benzonitrile). As a reaction SMILES: [O:1]1[CH2:6][CH2:5][CH2:4][CH2:3][CH:2]1[N:7]1[C:11]2=[N:12][CH:13]=[CH:14][CH:15]=[C:10]2[C:9]([CH2:16][CH2:17]O)=[N:8]1.[Cl:19][C:20]1[CH:21]=[C:22]([CH:25]=[C:26]([O:28][C:29]2[C:30](=[O:36])[NH:31][CH:32]=[CH:33][C:34]=2[CH3:35])[CH:27]=1)[C:23]#[N:24].C1(P(C2C=CC=CC=2)C2C=CC=CC=2)C=CC=CC=1.CC(OC(/N=N/C(OC(C)C)=O)=O)C>C(Cl)Cl>[Cl:19][C:20]1[CH:21]=[C:22]([CH:25]=[C:26]([O:28][C:29]2[C:30](=[O:36])[N:31]([CH2:17][CH2:16][C:9]3[C:10]4[C:11](=[N:12][CH:13]=[CH:14][CH:15]=4)[N:7]([CH:2]4[CH2:3][CH2:4][CH2:5][CH2:6][O:1]4)[N:8]=3)[CH:32]=[CH:33][C:34]=2[CH3:35])[CH:27]=1)[C:23]#[N:24]. Procedure: To a solution of 2-[1-(tetrahydro-2H-pyran-2-yl)-1H-pyrazolo[3,4-b]pyridin-3-yl]ethanol (14.6 mg, 0.059 mmol) in CH2Cl2 (400 ul) was added 3-chloro-5-[(4-methyl-2-oxo-1,2-dihydropyridin-3-yl)oxy]benzonitrile (15.4 mg, 0.059 mmol), and the resulting mixture was stirred over an ice bath for 5 minutes. The mixture was then treated with triphenylphosphine (30.9 mg, 0.118 mmol) and then diisopropylyazodicarboxylate (13 ul, 0.068 mmol) and stirred over an ice bath for 10 minutes and then at 25° C. for... Reaction SMILES: [CH3:34][OH:35].[H:32][H:33].[OH:1][N:2]=[C:3]([CH2:4][CH2:5][C:6](=[O:7])[OH:8])[c:9]1[cH:10][cH:11][c:12]([CH2:15][CH2:16][CH2:17][CH2:18][N:19]2[CH2:20][CH2:21][N:22]([c:25]3[cH:26][c:27]([CH3:31])[cH:28][cH:29][cH:30]3)[CH2:23][CH2:24]2)[cH:13][cH:14]1>>[NH:2]1[CH:3]([c:9]2[cH:10][cH:11][c:12]([CH2:15][CH2:16][CH2:17][CH2:18][N:19]3[CH2:20][CH2:21][N:22]([c:25]4[cH:26][c:27]([CH3:31])[cH:28][cH:29][cH:30]4)[CH2:23][CH2:24]3)[cH:13][cH:14]2)[CH2:4][CH2:5][C:6]1=[O:7]. Reactants: CO, [H][H], Cc1cccc(N2CCN(CCCCc3ccc(C(CCC(=O)O)=NO)cc3)CC2)c1. Product: Cc1cccc(N2CCN(CCCCc3ccc(C4CCC(=O)N4)cc3)CC2)c1.